The task is: describe an organic reaction: reactants, conditions, products, and yield. This data is from the Open Reaction Database (ORD), a public repository of structured organic reaction records. As a reaction SMILES: [ClH:1].[OH:2][CH:3]1[O:11][C@H:10]([CH2:12][OH:13])[C@@H:8]([OH:9])[C@H:6]([OH:7])[C@H:4]1[NH2:5].O.[S:15]([O-:19])([O-:18])(=[O:17])=[O:16].[Mn+2:20]>O>[Cl-:1].[Mn+3:20].[S:15]([O-:19])([O-:18])(=[O:17])=[O:16].[OH:2][CH:3]1[O:11][C@H:10]([CH2:12][OH:13])[C@@H:8]([OH:9])[C@H:6]([OH:7])[C@H:4]1[NH2:5] |f:0.1,2.3.4,6.7.8.9|. Yields the product [Cl-].[Mn+3].S(=O)(=O)([O-])[O-].OC1[C@H](N)[C@@H](O)[C@H](O)[C@H](O1)CO (glucosamine sulfate manganese chloride). Solvent: O (water). Procedure details: Example 1 was repeated using 450 g of purified water, 107.8 g (0.5 mole) of glucosamine hydrochloride and 42.3 g (0.25 mole) of manganese sulfate monohydrate instead of the sodium sulfate. After freeze drying, glucosamine sulfate manganese chloride was obtained as a white powder in a yield of 144 g (98% of theoretical). Reactants: Cl.OC1[C@H](N)[C@@H](O)[C@H](O)[C@H](O1)CO (glucosamine hydrochloride), O.S(=O)(=O)([O-])[O-].[Mn+2] (manganese sulfate monohydrate). Starting materials: C(C(=O)C)(=O)O (Pyruvic acid), C1(=CC=CC=C1)S(=O)(=O)N1C=C(C2=CC=CC=C12)C=O (N-phenylsulfonyl-3-indolecarboxaldehyde), COC=1C=C(N)C=CC1OC (3,4-dimethoxyaniline). RXN SMILES: [C:1]([OH:6])(=[O:5])[C:2]([CH3:4])=O.[C:7]1([S:13]([N:16]2[C:24]3[C:19](=[CH:20][CH:21]=[CH:22][CH:23]=3)[C:18]([CH:25]=O)=[CH:17]2)(=[O:15])=[O:14])[CH:12]=[CH:11][CH:10]=[CH:9][CH:8]=1.[CH3:27][O:28][C:29]1[CH:30]=[C:31]([CH:33]=[CH:34][C:35]=1[O:36][CH3:37])[NH2:32]>CCO>[C:7]1([S:13]([N:16]2[C:24]3[C:19](=[CH:20][CH:21]=[CH:22][CH:23]=3)[C:18]([C:25]3[CH:4]=[C:2]([C:1]([OH:6])=[O:5])[C:33]4[C:31](=[CH:30][C:29]([O:28][CH3:27])=[C:35]([O:36][CH3:37])[CH:34]=4)[N:32]=3)=[CH:17]2)(=[O:15])=[O:14])[CH:8]=[CH:9][CH:10]=[CH:11][CH:12]=1. Procedure details: Pyruvic acid (0.486 ml) is added to a suspension of (2.00 g) of N-phenylsulfonyl-3-indolecarboxaldehyde in 100 ml absolute EtOH. The mixture is heated to reflux and a solution of 3,4-dimethoxyaniline (1.074 g) in 50 ml absolute EtOH is added dropwise. The reaction is then refluxed for approximately three hours and stirred at RT for 72 hours. The yellow precipitate is collected by filtration, washed with EtOH then with ether and the solid collected. This is triturated with EtOAC/EtOH and dried an... Run in CCO (EtOH), CCO (EtOH). Yields the product C1(=CC=CC=C1)S(=O)(=O)N1C=C(C2=CC=CC=C12)C1=NC2=CC(=C(C=C2C(=C1)C(=O)O)OC)OC (2-(N-phenylsulfonylindol-3-yl)-4-carboxy-6,7-dimethoxyquinoline). Reaction conditions: time 72 hour.